From a dataset of the Open Reaction Database (ORD), a public repository of structured organic reaction records. describe an organic reaction: reactants, conditions, products, and yield The reactants are BrC1=CC(=CC=C1)OCC#C (1-bromo-3-(prop-2-yn-1-yloxy)benzene), [F-].[Cs+] (cesium fluoride), C(C)N(C1=CC=CC=C1)CC (N, N-diethylaniline). The solvent is C(C)(=O)OCC (ethyl acetate). Run at temperature 190 celsius. Product: BrC1=CC=CC2=C1C=C(O2)C (4-bromo-2-methylbenzofuran), BrC1=CC2=C(C=C(O2)C)C=C1 (6-bromo-2-methylbenzofuran). The yield is 13.0%. As a reaction SMILES: [Br:1][C:2]1[CH:7]=[CH:6][CH:5]=[C:4]([O:8][CH2:9][C:10]#C)[CH:3]=1.[F-].[Cs+].[CH2:14](N(CC)C1C=CC=CC=1)C>C(OCC)(=O)C>[Br:1][C:2]1[C:3]2[CH:14]=[C:9]([CH3:10])[O:8][C:4]=2[CH:5]=[CH:6][CH:7]=1.[Br:1][C:2]1[CH:7]=[CH:6][C:5]2[CH:14]=[C:9]([CH3:10])[O:8][C:4]=2[CH:3]=1 |f:1.2|. Procedure: To a solution of 49 (21 mmol) in N, N-diethylaniline (30 mL), cesium fluoride (11 mmol) was added and the mixture was heated at 190° C. for 24 h. After cooling, the suspension was diluted with ethyl acetate (100 mL) and washed with dil HCl (3×50 mL). The combined organic layer was washed with brine, dried over anhydrous Na2SO4 and concentrated by rotary evaporation and purified column chromatography to give 4-bromo-2-methylbenzofuran (46g, 87%) and 6-bromo-2-methylbenzofuran (13%). The resulting... Reactants: CN(C)N=NC1=C([Se]C2=NC=CC=C21)C(=O)OCC (ethyl 3-[(dimethylamino)diazenyl]selenopheno[2,3-b]pyridine-2-carboxylate), [OH-].[Na+] (sodium hydroxide), Cl (HCl). The solvent is O (water), CO (methanol). Conditions: time 2 hour. The product is CN(C)N=NC1=C([Se]C2=NC=CC=C21)C(=O)O (3-[(dimethylamino)diazenyl]selenopheno[2,3-b]pyridine-2-carboxylic acid). As a reaction SMILES: [CH3:1][N:2]([N:4]=[N:5][C:6]1[C:14]2[C:9](=[N:10][CH:11]=[CH:12][CH:13]=2)[Se:8][C:7]=1[C:15]([O:17]CC)=[O:16])[CH3:3].[OH-].[Na+].Cl>CO.O>[CH3:3][N:2]([N:4]=[N:5][C:6]1[C:14]2[C:9](=[N:10][CH:11]=[CH:12][CH:13]=2)[Se:8][C:7]=1[C:15]([OH:17])=[O:16])[CH3:1] |f:1.2|. Procedure: To a solution of ethyl 3-[(dimethylamino)diazenyl]selenopheno[2,3-b]pyridine-2-carboxylate (170 mg, 0.52 mmol), prepared as described in Example 6 step b) in methanol (10 mL) was added a solution of sodium hydroxide (83 mg, 2.08 mmol) in water (2 mL) and stirred at room temperature (rt) for 2 h. The mixture was diluted with ice cold water and acidified with dil. HCl. The mixture was stirred for 30 min and extracted with ethyl acetate (3×100 mL). The combined organic layer was washed with water, ...